From a dataset of the Open Reaction Database (ORD), a public repository of structured organic reaction records. describe an organic reaction: reactants, conditions, products, and yield Starting materials: CCOC(=O)CC1OB(O)c2cc(Oc3nnc(CN)s3)cc(C)c21, Cl, [Li+], C1CCOC1, [OH-], O. The product is Cc1cc(Oc2nnc(CN)s2)cc2c1C(CC(=O)O)OB2O. Reaction SMILES: [CH2:1]([CH3:2])[O:3][C:4]([CH2:5][CH:6]1[c:7]2[c:8]([cH:12][c:13]([O:17][c:18]3[s:19][c:20]([CH2:23][NH2:24])[n:21][n:22]3)[cH:14][c:15]2[CH3:16])[B:9]([OH:11])[O:10]1)=[O:25].[ClH:28].[Li+:26].[O:29]1[CH2:30][CH2:31][CH2:32][CH2:33]1.[OH-:27].[OH2:34]>>[O:3]=[C:4]([CH2:5][CH:6]1[c:7]2[c:8]([cH:12][c:13]([O:17][c:18]3[s:19][c:20]([CH2:23][NH2:24])[n:21][n:22]3)[cH:14][c:15]2[CH3:16])[B:9]([OH:11])[O:10]1)[OH:25]. Starting materials: C1CCNCC1, Cc1cccc2c1CC(=O)N2, CC(=O)O, CCO, O=Cc1[nH]c2c(c1CCC(=O)O)CCCC2. Yields the product Cc1cccc2c1C(=Cc1[nH]c3c(c1CCC(=O)O)CCCC3)C(=O)N2. RXN SMILES: [CH2:28]1[CH2:29][CH2:30][NH:31][CH2:32][CH2:33]1.[CH3:17][c:18]1[c:19]2[c:23]([cH:24][cH:25][cH:26]1)[NH:22][C:21](=[O:27])[CH2:20]2.[CH3:34][C:35](=[O:36])[OH:37].[CH3:38][CH2:39][OH:40].[CH:1](=[O:2])[c:3]1[nH:4][c:5]2[c:10]([c:11]1[CH2:12][CH2:13][C:14](=[O:15])[OH:16])[CH2:9][CH2:8][CH2:7][CH2:6]2>>[CH:1]([c:3]1[nH:4][c:5]2[c:10]([c:11]1[CH2:12][CH2:13][C:14](=[O:15])[OH:16])[CH2:9][CH2:8][CH2:7][CH2:6]2)=[C:20]1[c:19]2[c:18]([CH3:17])[cH:26][cH:25][cH:24][c:23]2[NH:22][C:21]1=[O:27]. The reactants are BrCC(=O)C1=CC=C(C=C1)CNS(=O)(=O)C1=CC=C(C=C1)C (N-([4-bromoacetylphenyl]methyl)-4-methylphenylsulphonamide), N1=CC=C(C=C1)N1CCNCC1 (1-(4-pyridyl)piperazine). The solvent is C(C)#N (acetonitrile), C(C)#N (acetonitrile). Conditions: time 18 hour. Yields the product N1=CC=C(C=C1)N1CCN(CC1)CC(=O)C1=CC=C(C=C1)CNS(=O)(=O)C1=CC=C(C=C1)C (N-[4-[2-[4-(4-pyridyl)piperazin-1-yl]acetyl]phenyl]methyl-4-methylphenylsulphonamide). As a reaction SMILES: Br[CH2:2][C:3]([C:5]1[CH:10]=[CH:9][C:8]([CH2:11][NH:12][S:13]([C:16]2[CH:21]=[CH:20][C:19]([CH3:22])=[CH:18][CH:17]=2)(=[O:15])=[O:14])=[CH:7][CH:6]=1)=[O:4].[N:23]1[CH:28]=[CH:27][C:26]([N:29]2[CH2:34][CH2:33][NH:32][CH2:31][CH2:30]2)=[CH:25][CH:24]=1>C(#N)C>[N:23]1[CH:28]=[CH:27][C:26]([N:29]2[CH2:30][CH2:31][N:32]([CH2:2][C:3]([C:5]3[CH:10]=[CH:9][C:8]([CH2:11][NH:12][S:13]([C:16]4[CH:21]=[CH:20][C:19]([CH3:22])=[CH:18][CH:17]=4)(=[O:15])=[O:14])=[CH:7][CH:6]=3)=[O:4])[CH2:33][CH2:34]2)=[CH:25][CH:24]=1. Procedure: A solution of N-([4-bromoacetylphenyl]methyl)-4-methylphenylsulphonamide (470 mg) in acetonitrile (10 ml) was added to a stirred solution of 1-(4-pyridyl)piperazine (400 mg) in acetonitrile (10 ml) and the mixture stirred for 18 hours. The solvent was evaporated in vacuo and the residue purified by flash chromatography on silica, eluting with 10% v/v methanol/dichloromethane. On evaporation of the eluant fraction to a small volume crystallisation occurred. These crystals, on filtration and washi... Product: C(=O)(OC(C)(C)C)N[C@@H](C(=O)NN1CC(C1)NC1CCCCC1)CC1=CC=C(C=C1)Cl ((2R)-2-(BOC)amino-N-[3-(cyclohexylamino)azetidine-1-yl]-3-(4-chlorophenyl)propionamide). Reactants: C(=O)(OCC1=CC=CC=C1)N1C[C@H](CC1)NC1CCCCC1 ((3S)-1-Cbz-3-(cyclohexylamino)pyrrolidine), C(=O)(OC(C)(C)C)N[C@@H](C(=O)NN1CC(C1)=O)CC1=CC=C(C=C1)Cl ((2R)-2-(BOC-amino)-N-(3-oxo-azetidine-1-yl)-3-(4-chlorophenyl)propionamide), C(=O)(OC(C)(C)C)N[C@@H](C(=O)NN1CC(C1)=O)CC1=CC=C(C=C1)Cl ((2R)-2-(BOC)amino-N-(3-oxo-azetidine-1-yl)-3-(4-chlorophenyl)propionamide). RXN SMILES: C([N:11]1[CH2:15]C[C@H:13]([NH:16][CH:17]2[CH2:22][CH2:21][CH2:20][CH2:19][CH2:18]2)[CH2:12]1)(OCC1C=CC=CC=1)=O.[C:23]([NH:30][C@H:31]([CH2:40][C:41]1[CH:46]=[CH:45][C:44]([Cl:47])=[CH:43][CH:42]=1)[C:32]([NH:34]N1CC(=O)C1)=[O:33])([O:25][C:26]([CH3:29])([CH3:28])[CH3:27])=[O:24]>>[C:23]([NH:30][C@H:31]([CH2:40][C:41]1[CH:46]=[CH:45][C:44]([Cl:47])=[CH:43][CH:42]=1)[C:32]([NH:34][N:11]1[CH2:12][CH:13]([NH:16][CH:17]2[CH2:18][CH2:19][CH2:20][CH2:21][CH2:22]2)[CH2:15]1)=[O:33])([O:25][C:26]([CH3:28])([CH3:29])[CH3:27])=[O:24]. Reported procedure: The title compound was prepared following the procedure described in Intermediate 2 using (2R)-2-(BOC-amino)-N-(3-oxo-azetidine-1-yl)-3-(4-chlorophenyl)propionamide prepared in Intermediate 201 and cyclohexylamines. Run in cyclohexylamines. The reactants are C(C1=CC=CC=C1)OC(=O)C=1[C@@H]2[C@@H]([C@@H](OC1)OC(NC)=O)[C@]1([C@@H](C2)O1)C ((1S,4aS,6R,7S,7aR)-6,7-epoxy-7-methyl-1-(methylcarbamoyloxy)-1,4a,5,7a-tetrahydrocyclopenta[c]pyrane-4-carboxylic acid benzylester). The reagents and catalysts are [C].[Pd] (palladium-carbon). Run in C(C)(=O)OCC (ethyl acetate). Run at time 24 hour. The product is hexane-ether, COC(=O)C=1C2C(C(OC1)OC(NC)=O)CCC2 (methylcarbamoyloxy-1,4a,5,6,7,7a-hexahydrocyclopenta[c]pyrane-4-carboxylic acid methylester). Yield: 75.1%. Reaction SMILES: [CH2:1]([O:8][C:9]([C:11]1[C@H:12]2[CH2:24][C@H:23]3O[C@@:22]3(C)[C@@H:13]2[C@H:14]([O:17][C:18](=[O:21])[NH:19][CH3:20])[O:15][CH:16]=1)=[O:10])C1C=CC=CC=1>C(OCC)(=O)C.[C].[Pd]>[CH3:1][O:8][C:9]([C:11]1[CH:12]2[CH2:24][CH2:23][CH2:22][CH:13]2[CH:14]([O:17][C:18](=[O:21])[NH:19][CH3:20])[O:15][CH:16]=1)=[O:10] |f:2.3|. Reported procedure: 1.35 g of (1S,4aS,6R,7S,7aR)-6,7-epoxy-7-methyl-1-(methylcarbamoyloxy)-1,4a,5,7a-tetrahydrocyclopenta[c]pyrane-4-carboxylic acid benzylester described in Step 5 of Example 1 were dissolved in ethyl acetate followed by suspension of 60 mg of 5% palladium-carbon catalyst and stirring for 24 hours under hydrogen gas atmosphere at 1 atm. After filtering out the insoluble matter, the filtrate was concentrated. The residue was dissolved in methanol-ether followed by dropwise addition of 3.0 ml of trim... The reactants are N1=CC=CC=C1 (pyridine), BrBr (bromine), CC1(OC2=C(C(C1)C1=NC=CC=C1)C=CC=C2)C (3,4-dihydro-2,2-dimethyl-4-(2-pyridyl)-2H-1-benzopyran). Run in C(Cl)(Cl)(Cl)Cl (carbon tetrachloride). Run at time 1 hour. Product: N1=C(C=CC=C1)C1=CCOC2=C1C=CC=C2 (4-(2-pyridyl)-2H-1-benzopyran). Reaction SMILES: C[C:2]1(C)[CH2:7][CH:6]([C:8]2[CH:13]=[CH:12][CH:11]=[CH:10][N:9]=2)[C:5]2[CH:14]=[CH:15][CH:16]=[CH:17][C:4]=2[O:3]1.N1C=CC=CC=1.BrBr>C(Cl)(Cl)(Cl)Cl>[N:9]1[CH:10]=[CH:11][CH:12]=[CH:13][C:8]=1[C:6]1[C:5]2[CH:14]=[CH:15][CH:16]=[CH:17][C:4]=2[O:3][CH2:2][CH:7]=1. Reported procedure: 0.5 g of 3,4-dihydro-2,2-dimethyl-4-(2-pyridyl)-2H-1-benzopyran was dissolved in 10 ml of carbon tetrachloride at room temperature and 0.25 ml of pyridine and 0.12 ml of bromine were added. The mixture was stirred at room temperature for 1 hour, then at 35° C. for 1 hour and finally at 65° C. for 1 hour. After cooling the mixture was washed with sodium bicarbonate solution, the aqueous washings were extracted with dichloromethane and the combined organic phases were washed with water, dried over...